Task: describe an organic reaction: reactants, conditions, products, and yield. Dataset: the Open Reaction Database (ORD), a public repository of structured organic reaction records Reactants: [BH4-], C1CCOC1, COC1CCC(OC)O1, CO, CSc1ccc(Cl)cc1N, [Na+], [Na+], [OH-], O, O=S(=O)(O)O. Yields the product CSc1ccc(Cl)cc1N1CCCC1. Reaction SMILES: [BH4-:25].[CH2:29]1[O:30][CH2:31][CH2:32][CH2:33]1.[CH3:11][O:12][CH:13]1[CH2:17][CH2:16][CH:15]([O:14][CH3:18])[O:19]1.[CH3:34][OH:35].[Cl:1][c:2]1[cH:3][cH:4][c:5]([S:9][CH3:10])[c:6]([NH2:8])[cH:7]1.[Na+:26].[Na+:28].[OH-:27].[OH2:36].[S:20](=[O:21])(=[O:22])([OH:23])[OH:24]>>[Cl:1][c:2]1[cH:3][cH:4][c:5]([S:9][CH3:10])[c:6]([N:8]2[CH2:13][CH2:17][CH2:16][CH2:15]2)[cH:7]1. The reactants are COC(CBr)OC (Bromoacetaldehyde dimethyl acetal), Br (hydrobromic acid), NC=1C(N(C(=NN1)SC)C)=O (6-amino-4-methyl-3-methylsulfanyl-4H-[1,2,4]triazin-5-one), C(O)([O-])=O.[Na+] (sodium hydrogen-carbonate). The solvent is O (water), CC(C)O (propan-2-ol), CO (methanol). The product is CN1C(=NN2C(C1=O)=NC=C2)SC (3-methyl-2-methylsulfanyl-3H-imidazo[2,1-f][1,2,4]triazin-4-one). Yield: 47.4%. Reaction SMILES: CO[CH:3](OC)[CH2:4]Br.Br.C(=O)([O-])O.[Na+].[NH2:14][C:15]1[C:16](=[O:24])[N:17]([CH3:23])[C:18]([S:21][CH3:22])=[N:19][N:20]=1>CC(O)C.CO.O>[CH3:23][N:17]1[C:16](=[O:24])[C:15]2=[N:14][CH:3]=[CH:4][N:20]2[N:19]=[C:18]1[S:21][CH3:22] |f:2.3|. Procedure: Bromoacetaldehyde dimethyl acetal (2.57 g, 13.1 mmol), 48% hydrobromic acid (1.06 g, 13.1 mmol) and water (1.5 ml) were heated at 95° C. for 1.5 h. The mixture was allowed to cool to ambient temperature, diluted with propan-2-ol (20 ml) then treated with sodium hydrogen-carbonate (1.46 g, 17.4 mmol) added in portions over 5 min. The mixture was filtered and the filtrate was added to 6-amino-4-methyl-3-methylsulfanyl-4H-[1,2,4]triazin-5-one (1.50 g, 8.71 mmol). The resulting suspension was heated... Reactants: CC(=O)OC(C)=O, CN(C)CCC=C1c2cc(N)ccc2C=Cn2cccc21, c1ccncc1. Product: CC(=O)Nc1ccc2c(c1)C(=CCCN(C)C)c1cccn1C=C2. As a reaction SMILES: [CH3:22][C:23](=[O:24])[O:25][C:26](=[O:27])[CH3:28].[NH2:1][c:2]1[cH:3][c:4]2[c:5]([cH:20][cH:21]1)[CH:6]=[CH:7][n:8]1[c:9]([cH:17][cH:18][cH:19]1)[C:10]2=[CH:11][CH2:12][CH2:13][N:14]([CH3:15])[CH3:16].[cH:29]1[cH:30][cH:31][n:32][cH:33][cH:34]1>>[NH:1]([c:2]1[cH:3][c:4]2[c:5]([cH:20][cH:21]1)[CH:6]=[CH:7][n:8]1[c:9]([cH:17][cH:18][cH:19]1)[C:10]2=[CH:11][CH2:12][CH2:13][N:14]([CH3:15])[CH3:16])[C:23]([CH3:22])=[O:24]. The reactants are ClC1=C(C=CC=C1Cl)S(=O)(=O)Cl (2,3-dichlorobenzenesulphonyl chloride), [H-].[Na+] (Sodium hydride), BrC=1N=C(C(=NC1C)N)OC (5-bromo-3-methoxy-6-methyl-2-pyrazinamine), ClCCl.C(C)(=O)O (dichloromethane acetic acid). The solvent is CN1C(CCC1)=O (N-methylpyrrolidinone), CN1C(CCC1)=O (N-methylpyrrolidinone). Conditions: time 3 hour. Yields the product ClC1=C(C=CC=C1Cl)S(=O)(=O)NC1=NC(=C(N=C1OC)Br)C (2,3-Dichloro-N-[5-bromo-3-methoxy-6-methyl-2-pyrazinyl)benzenesulphonamide). The yield is 35.3%. Reaction SMILES: [H-].[Na+].[Br:3][C:4]1[N:5]=[C:6]([O:12][CH3:13])[C:7]([NH2:11])=[N:8][C:9]=1[CH3:10].[Cl:14][C:15]1[C:20]([Cl:21])=[CH:19][CH:18]=[CH:17][C:16]=1[S:22](Cl)(=[O:24])=[O:23].ClCCl.C(O)(=O)C>CN1CCCC1=O>[Cl:14][C:15]1[C:20]([Cl:21])=[CH:19][CH:18]=[CH:17][C:16]=1[S:22]([NH:11][C:7]1[C:6]([O:12][CH3:13])=[N:5][C:4]([Br:3])=[C:9]([CH3:10])[N:8]=1)(=[O:24])=[O:23] |f:0.1,4.5|. Procedure: Sodium hydride (0.5 g of a 60% dispersion in oil) was added to a solution of 5-bromo-3-methoxy-6-methyl-2-pyrazinamine (Example 118c) (0.55 g) in N-methylpyrrolidinone (25 mL). The resultant dark solution was stirred at room temperature for 0.5 h before a solution of 2,3-dichlorobenzenesulphonyl chloride (0.67 g) in N-methylpyrrolidinone (5 mL) was added dropwise. The reaction mixture was stirred at room temperature for 3 h, then quenched with aqueous ammonium chloride and partitioned between et... Starting materials: ( b ), ClC1=C(C#N)C(=CC(=C1)I)Cl (2,6-dichloro-4-iodobenzonitrile), O1C(CCCC1)N1N=CC=C1B1OC(C)(C)C(C)(C)O1 (1-(tetrahydro-2H-pyran-2-yl)-1H-pyrazole-5-boronic acid pinacol ester), Cl (hydrochloride), Example 34 ( a ). Yields the product Cl.ClC1=C(C#N)C(=CC(=C1)C1=CC=NN1)Cl (2,6-dichloro-4-(1H-pyrazol-5-yl)benzonitrile hydrochloride). RXN SMILES: [Cl:1][C:2]1[CH:9]=[C:8](I)[CH:7]=[C:6]([Cl:11])[C:3]=1[C:4]#[N:5].O1CCCCC1[N:18]1[C:22](B2OC(C)(C)C(C)(C)O2)=[CH:21][CH:20]=[N:19]1.Cl>>[ClH:1].[Cl:1][C:2]1[CH:9]=[C:8]([C:20]2[NH:19][N:18]=[CH:22][CH:21]=2)[CH:7]=[C:6]([Cl:11])[C:3]=1[C:4]#[N:5] |f:3.4|. Procedure: The title compound was prepared from 2,6-dichloro-4-iodobenzonitrile (1.09 g, 3.66 mmol) and 1-(tetrahydro-2H-pyran-2-yl)-1H-pyrazole-5-boronic acid pinacol ester (1.32 g, 4.76 mmol) as described in Example 34 (a) and (b) until the isolation of the hydrochloride. Yield 0.824 g. 1H NMR (400 MHz; d6-DMSO): δ 7.07 (d, 1H), 7.88 (d, 1H), 8.14 (s, 2H). Starting materials: O=C([O-])[O-], C1COCCN1, CS(C)=O, N#Cc1ccc(F)c(C(F)(F)F)c1, [K+], [K+]. The product is N#Cc1ccc(N2CCOCC2)c(C(F)(F)F)c1. Reaction SMILES: [C:20](=[O:21])([O-:22])[O-:23].[CH2:14]1[CH2:15][O:16][CH2:17][CH2:18][NH:19]1.[CH3:26][S:27]([CH3:28])=[O:29].[F:1][c:2]1[c:3]([C:10]([F:11])([F:12])[F:13])[cH:4][c:5]([C:6]#[N:7])[cH:8][cH:9]1.[K+:24].[K+:25]>>[c:2]1([N:19]2[CH2:14][CH2:15][O:16][CH2:17][CH2:18]2)[c:3]([C:10]([F:11])([F:12])[F:13])[cH:4][c:5]([C:6]#[N:7])[cH:8][cH:9]1.